From a dataset of the Open Reaction Database (ORD), a public repository of structured organic reaction records. describe an organic reaction: reactants, conditions, products, and yield Reactants: [OH-].[Na+] (sodium hydroxide), C(C)(C)(C)OC(=O)NC(C(=O)OCC)(C(=O)OCC)CC1=CN=CO1 (diethyl 2-(tert-butoxyformamido)-2-[(5-oxazolyl)methyl]malonate), C(C)(=O)O (acetic acid). Solvent: C(C)O (ethanol), O (water). Reaction conditions: time 8 hour. Yields the product C(C)(C)(C)OC(=O)NC(CC1=CN=CO1)C(=O)O (N-(tert-butoxycarbonyl)-3(5-oxazolyl)-DL-alanine). Isolated yield 113.5%. RXN SMILES: [C:1]([O:5][C:6]([NH:8][C:9]([CH2:20][C:21]1[O:25][CH:24]=[N:23][CH:22]=1)(C(OCC)=O)[C:10]([O:12]CC)=[O:11])=[O:7])([CH3:4])([CH3:3])[CH3:2].[OH-].[Na+].C(O)(=O)C>O.C(O)C>[C:1]([O:5][C:6]([NH:8][CH:9]([C:10]([OH:12])=[O:11])[CH2:20][C:21]1[O:25][CH:24]=[N:23][CH:22]=1)=[O:7])([CH3:4])([CH3:2])[CH3:3] |f:1.2|. Procedure: 1.5 g of diethyl 2-(tert-butoxyformamido)-2-[(5-oxazolyl)methyl]malonate were dissolved in 1.5 ml of water and 1.5 ml of ethanol. 337 mg of sodium hydroxide were added and the mixture was stirred overnight at room temperature. The mixture was then acidified to pH 5 with acetic acid and the solvent was removed by evaporation. The residue was dissolved in 5 ml of toluene and 0.64 ml of triethylamine was added. The mixture was heated at reflux for 2 hours and then the solvents were evaporated. Ethy... The reactants are BrC1=CC(=NC2=CC=C(C=C12)O)C1=CC=C(C=C1)O (4-Bromo-2-(4-hydroxyphenyl)quinolin-6-ol), C[Si](C)(C)C#C[Sn](CCCC)(CCCC)CCCC ((trimethylsilylethynyl)tributyltin). Product: OC1=CC=C(C=C1)C1=NC2=CC=C(C=C2C(=C1)C#C[Si](C)(C)C)O (2-(4-Hydroxyphenyl)-4-[(trimethylsilyl)ethynyl]quinolin-6-ol). Yield: 83.0%. Reaction SMILES: Br[C:2]1[C:11]2[C:6](=[CH:7][CH:8]=[C:9]([OH:12])[CH:10]=2)[N:5]=[C:4]([C:13]2[CH:18]=[CH:17][C:16]([OH:19])=[CH:15][CH:14]=2)[CH:3]=1.[CH3:20][Si:21]([C:24]#[C:25][Sn](CCCC)(CCCC)CCCC)([CH3:23])[CH3:22]>>[OH:19][C:16]1[CH:17]=[CH:18][C:13]([C:4]2[CH:3]=[C:2]([C:25]#[C:24][Si:21]([CH3:23])([CH3:22])[CH3:20])[C:11]3[C:6](=[CH:7][CH:8]=[C:9]([OH:12])[CH:10]=3)[N:5]=2)=[CH:14][CH:15]=1. Procedure details: This compound was prepared from 6a and (trimethylsilylethynyl)tributyltin according to method J. Yellow powder; Yield: 83%; mp 210° C. (dec.); 1H-NMR (300 MHz, acetone-d6) δ 0.38 (s, 9H), 7.02 (d, J=8.7 Hz, 2H), 7.44 (dd, J=9.1, 2.7 Hz, 1H), 7.63 (d, J=2.7 Hz, 1H), 7.99 (d, J=9.1 Hz, 1H), 8.05 (s, 1H), 8.18 (d, J=8.7 Hz, 2H), 8.70 (s, 1H), 9.15 (s, 1H); MS (ESI) m/z 332 ([M−H]−), 334 ([M+H]+); Anal. Calcd for C20H19NO2Si: C: 72.04, H: 5.74, N: 4.20. Found: C: 71.67, H: 5.79, N: 4.07. Reactants: F[B-](F)(F)F, O=C(O)c1cnc(OCC(F)(F)F)c(Br)c1, CCN(C(C)C)C(C)C, NC1CCCCC1O, CN(C)C=O, CN(C)C(On1nnc2ccccc21)=[N+](C)C. Yields the product O=C(NC1CCCCC1O)c1cnc(OCC(F)(F)F)c(Br)c1. RXN SMILES: [B-:17]([F:18])([F:19])([F:20])[F:21].[Br:1][c:2]1[c:3]([O:11][CH2:12][C:13]([F:14])([F:15])[F:16])[n:4][cH:5][c:6]([C:7](=[O:8])[OH:9])[cH:10]1.[CH:39]([N:40]([CH2:41][CH3:42])[CH:43]([CH3:44])[CH3:45])([CH3:46])[CH3:47].[NH2:48][CH:49]1[CH:50]([OH:55])[CH2:51][CH2:52][CH2:53][CH2:54]1.[O:56]=[CH:57][N:58]([CH3:59])[CH3:60].[n:22]1([O:23][C:24]([N:25]([CH3:26])[CH3:27])=[N+:28]([CH3:29])[CH3:30])[c:31]2[cH:32][cH:33][cH:34][cH:35][c:36]2[n:37][n:38]1>>[Br:1][c:2]1[c:3]([O:11][CH2:12][C:13]([F:14])([F:15])[F:16])[n:4][cH:5][c:6]([C:7](=[O:9])[NH:48][CH:49]2[CH:50]([OH:55])[CH2:51][CH2:52][CH2:53][CH2:54]2)[cH:10]1.